Dataset: the Open Reaction Database (ORD), a public repository of structured organic reaction records. Task: describe an organic reaction: reactants, conditions, products, and yield Starting materials: C1(=CC=CC=C1)N1N=CC=C1NC=C(C(=O)OCC)C(=O)OCC (diethyl {[(1-phenyl-5-pyrazolyl)amino]methylene}malonate), C(C=1C(C(=O)OCC)=CC=CC1)(=O)OCC (diethyl phthalate). The solvent is CCCCCC (hexane). The product is OC1=C2C(=NC=C1C(=O)OCC)N(N=C2)C2=CC=CC=C2 (Ethyl 4-hydroxy-1-phenyl-1H-pyrazolo[3,4-b]pyridine-5-carboxylate). RXN SMILES: [C:1]1([N:7]2[C:11]([NH:12][CH:13]=[C:14]([C:20]([O:22]CC)=O)[C:15]([O:17][CH2:18][CH3:19])=[O:16])=[CH:10][CH:9]=[N:8]2)[CH:6]=[CH:5][CH:4]=[CH:3][CH:2]=1.C(OCC)(=O)C1C(=CC=CC=1)C(OCC)=O>CCCCCC>[OH:22][C:20]1[C:14]([C:15]([O:17][CH2:18][CH3:19])=[O:16])=[CH:13][N:12]=[C:11]2[N:7]([C:1]3[CH:2]=[CH:3][CH:4]=[CH:5][CH:6]=3)[N:8]=[CH:9][C:10]=12. Reported procedure: A mixture of 18.1 g. (0.055 mole) of diethyl {[(1-phenyl-5-pyrazolyl)amino]methylene}malonate and 150 ml of diethyl phthalate was heated at 240-250° for 1 hour. The mixture was chilled and diluted with hexane. Chilling and filtering gave crystals which were washed with hexane and with hexane-ethanol (1:1) to give 11 g. (70%) of off white crystals, m.p. 149-150° C. From a similar small scale run 1.75 g. was recrystallized from 110 ml. of ethanol to give 1.58 g. of off white crystals, m.p. 149-150... Starting materials: O (water), C(C1=CC=CC=C1)N1CC(C(C1)=NO)C(=O)OCC (1-benzyl-3-ethoxycarbonyl-4-hydroxyiminopyrrolidine), solution, [H-].COCCO[Al+]OCCOC.[Na+].[H-] (sodium bis(2-methoxyethoxy)aluminum hydride). Run in C1(=CC=CC=C1)C (toluene), C1(=CC=CC=C1)C (toluene). Conditions: time 1.5 hour. Product: NC1CN(CC1CO)CC1=CC=CC=C1 (3-amino-1-benzyl-4-hydroxymethylpyrrolidine). The yield is 52.4%. As a reaction SMILES: [CH2:1]([N:8]1[CH2:12][C:11](=[N:13]O)[CH:10]([C:15](OCC)=[O:16])[CH2:9]1)[C:2]1[CH:7]=[CH:6][CH:5]=[CH:4][CH:3]=1.[H-].COCCO[Al+]OCCOC.[Na+].[H-].O>C1(C)C=CC=CC=1>[NH2:13][CH:11]1[CH:10]([CH2:15][OH:16])[CH2:9][N:8]([CH2:1][C:2]2[CH:7]=[CH:6][CH:5]=[CH:4][CH:3]=2)[CH2:12]1 |f:1.2.3.4|. Procedure details: A solution of 5.24 g (0.02 mole) of 1-benzyl-3-ethoxycarbonyl-4-hydroxyiminopyrrolidine [prepared as described in step (a) above] in 10 ml of toluene was added dropwise to 28 ml of a 3.4M solution of sodium bis(2-methoxyethoxy)aluminum hydride in toluene over a period of 1 hour. The mixture was stirred at room temperature for 1.5 hours and was then heated under reflux for 2 hours. At the end of this time, the reaction mixture was allowed to cool to room temperature, after which ice and water wer...